Dataset: the Open Reaction Database (ORD), a public repository of structured organic reaction records. Task: describe an organic reaction: reactants, conditions, products, and yield Starting materials: C(C1=CC=CC=C1)C=1C=NC2=C(C=CC=C2C1C=1C=C(C=CC1)N)C(F)(F)F (3-(3-benzyl-8-trifluoromethyl-quinolin-4-yl)-phenylamine), BrCC1=C(C=CC=C1)Cl (1-bromomethyl-2-chloro-benzene). Product: C(C1=CC=CC=C1)C=1C=NC2=C(C=CC=C2C1C=1C=C(C=CC1)N(CC1=C(C=CC=C1)Cl)CC1=C(C=CC=C1)Cl)C(F)(F)F ({3-[3-BENZYL-8-(TRIFLUOROMETHYL)QUINOLIN-4-YL]PHENYL}BIS(2-CHLOROBENZYL)AMINE). Reaction SMILES: [CH2:1]([C:8]1[CH:9]=[N:10][C:11]2[C:16]([C:17]=1[C:18]1[CH:19]=[C:20]([NH2:24])[CH:21]=[CH:22][CH:23]=1)=[CH:15][CH:14]=[CH:13][C:12]=2[C:25]([F:28])([F:27])[F:26])[C:2]1[CH:7]=[CH:6][CH:5]=[CH:4][CH:3]=1.Br[CH2:30][C:31]1[CH:36]=[CH:35][CH:34]=[CH:33][C:32]=1[Cl:37]>>[CH2:1]([C:8]1[CH:9]=[N:10][C:11]2[C:16]([C:17]=1[C:18]1[CH:19]=[C:20]([N:24]([CH2:30][C:31]3[CH:36]=[CH:35][CH:34]=[CH:33][C:32]=3[Cl:37])[CH2:30][C:31]3[CH:36]=[CH:35][CH:34]=[CH:33][C:32]=3[Cl:37])[CH:21]=[CH:22][CH:23]=1)=[CH:15][CH:14]=[CH:13][C:12]=2[C:25]([F:28])([F:26])[F:27])[C:2]1[CH:3]=[CH:4][CH:5]=[CH:6][CH:7]=1. Reported procedure: This compound was prepared according to the procedure of example 41, substituting 3-(3-benzyl-8-trifluoromethyl-quinolin-4-yl)-phenylamine and 1-bromomethyl-2-chloro-benzene MS (ESI) m/z 627. The reactants are CCOC(=O)C=Cc1c[nH]c2c(C#N)ccc(F)c12, C1CCOC1. The product is CCOC(=O)CCc1c[nH]c2c(C#N)ccc(F)c12. RXN SMILES: [C:1](#[N:2])[c:3]1[cH:4][cH:5][c:6]([F:19])[c:7]2[c:8]([CH:12]=[CH:13][C:14](=[O:15])[O:16][CH2:17][CH3:18])[cH:9][nH:10][c:11]12.[CH2:20]1[O:21][CH2:22][CH2:23][CH2:24]1>>[C:1](#[N:2])[c:3]1[cH:4][cH:5][c:6]([F:19])[c:7]2[c:8]([CH2:12][CH2:13][C:14](=[O:15])[O:16][CH2:17][CH3:18])[cH:9][nH:10][c:11]12. Reactants: CO, [H][H], CCOC(=O)N1CCCC(NCc2ccccc2)CC1, c1ccsc1. Product: CCOC(=O)N1CCCC(N)CC1. RXN SMILES: [CH3:28][OH:29].[H:26][H:27].[c:1]1([CH2:2][NH:8][CH:9]2[CH2:10][CH2:11][N:12]([C:16](=[O:17])[O:18][CH2:19][CH3:20])[CH2:13][CH2:14][CH2:15]2)[cH:3][cH:4][cH:5][cH:6][cH:7]1.[cH:21]1[cH:22][s:23][cH:24][cH:25]1>>[NH2:8][CH:9]1[CH2:10][CH2:11][N:12]([C:16](=[O:17])[O:18][CH2:19][CH3:20])[CH2:13][CH2:14][CH2:15]1. Reactants: OC12C(C3=C(C(C4=C1C=CC=C4)N2)C=CC=C3)=O (10-hydroxy-10,11-dihydro-5,10-imino-[5H]-dibenzo (a,d) cycloheptene-11-one), O1CCOCC1 (dioxane), [H-].[Al+3].[Li+].[H-].[H-].[H-] (lithium aluminum hydride), [H-].[Al+3].[Li+].[H-].[H-].[H-] (lithium aluminum hydride), Cl (hydrochloric acid). Solvent: O (water), C(C)(C)O (isopropanol), O1CCCC1 (tetrahydrofuran). The product is OC1C2=C(C3C4=C(C1N3)C=CC=C4)C=CC=C2 (11-hydroxy-10,11-dihydro-5,10-imino-[5H]-dibenzo (a,d) cycloheptene). RXN SMILES: O[C:2]12[NH:13][CH:6]([C:7]3[CH:12]=[CH:11][CH:10]=[CH:9][C:8]=31)[C:5]1[CH:14]=[CH:15][CH:16]=[CH:17][C:4]=1[C:3]2=[O:18].O1CCOCC1.[H-].[Al+3].[Li+].[H-].[H-].[H-].Cl>O.C(O)(C)C.O1CCCC1>[OH:18][CH:3]1[CH:2]2[NH:13][CH:6]([C:7]3[CH:12]=[CH:11][CH:10]=[CH:9][C:8]=32)[C:5]2[CH:14]=[CH:15][CH:16]=[CH:17][C:4]1=2 |f:2.3.4.5.6.7|. Reported procedure: 8 g of 10-hydroxy-10,11-dihydro-5,10-imino-[5H]-dibenzo (a,d) cycloheptene-11-one dl were added at 10° C to 400 ml of dioxane containing 16 g of lithium aluminum hydride and the mixture was refluxed for 3 days. 8 g of lithium aluminum hydride were added thereto and the mixture was refluxed for another 48 hours and after cooling, 700 ml of tetrahydrofuran, 150 ml of isopropanol, 50 ml of water and then 250 ml of concentrated hydrochloric acid were added thereto. The tetrahydrofuran and the dioxan... Reactants: FC=1C=C(N)C=C(C1)C(F)(F)F (3-fluoro-5-trifluoromethylaniline), C(OCC)(OCC)OCC (triethyl orthoformate), C(C)(=O)O (acetic acid), C(OCC)(OCC)OCC (triethyl orthoformate), [N+](=O)([O-])CC(=O)OCC (ethyl nitroacetate), C(C)(=O)O (acetic acid). The reagents and catalysts are [Fe] (iron). The product is FC=1C=C(C=C(C1)C(F)(F)F)N1C=NC(=C1)C(=O)O (1-(3-Fluoro-5-trifluoromethyl-phenyl)-1H-imidazole-4-carboxylic Acid). RXN SMILES: [F:1][C:2]1[CH:3]=[C:4]([CH:6]=[C:7]([C:9]([F:12])([F:11])[F:10])[CH:8]=1)[NH2:5].[CH:13](OCC)(OCC)OCC.[N+:23]([CH2:26]C(OCC)=O)([O-])=O.[C:32]([OH:35])(=[O:34])[CH3:33]>[Fe]>[F:1][C:2]1[CH:3]=[C:4]([N:5]2[CH:13]=[C:33]([C:32]([OH:35])=[O:34])[N:23]=[CH:26]2)[CH:6]=[C:7]([C:9]([F:10])([F:11])[F:12])[CH:8]=1. Procedure: Following the general method described in example 234, 3-fluoro-5-trifluoromethylaniline was reacted with triethyl orthoformate, ethyl nitroacetate and acetic acid followed by treatment with triethyl orthoformate, iron and acetic acid and subsequent alkaline hydrolysis. The title compound was obtained as a white crystalline solid. Mp.>250° C. (H2O/dioxane), MS: m/e=273 (M−H−). The reactants are Cl.C(C)(C)(C)C1=CC=NC=C1 (4-tert-butylpyridine hydrochloride). The reagents and catalysts are [Pt](=O)=O (platinum (IV) oxide). Solvent: CCO (EtOH). Run at temperature 22 celsius, time 18 hour. Yields the product Cl.C(C)(C)(C)C1CCNCC1 (4-tert-Butylpiperidine hydrochloride). Yield: 91.6%. RXN SMILES: [ClH:1].[C:2]([C:6]1[CH:11]=[CH:10][N:9]=[CH:8][CH:7]=1)([CH3:5])([CH3:4])[CH3:3]>[Pt](=O)=O.CCO>[ClH:1].[C:2]([CH:6]1[CH2:11][CH2:10][NH:9][CH2:8][CH2:7]1)([CH3:5])([CH3:4])[CH3:3] |f:0.1,4.5|. Procedure: Place 4-tert-butylpyridine hydrochloride (50 g, 277 mmol) in a PARR reactor and add EtOH (350 mL) followed by platinum (IV) oxide (5.0 g, 22.02 mmol). Stir the mixture at 22° C. under a hydrogen atmosphere (500 psi) for 18 hours. Evacuate the excess hydrogen and filter the suspension the a Celite® pad. Concentrate the filtrate and dry the residue under vacuum (40° C., 5 mbar) to give the title compound as an off-white solid (45.1 g, 92%). 1H-NMR (d6-DMSO) δ 0.83 (s, 9H), δ 1.2-1.5 (m, 3H), δ 1.7... Reactants: CC(C)(C)CCN, CCO, CCOC(=O)C1CCCC1=O. The product is CCOC(=O)C1=C(NCCC(C)(C)C)CCC1. Reaction SMILES: [CH3:12][C:13]([CH2:14][CH2:15][NH2:16])([CH3:17])[CH3:18].[CH3:19][CH2:20][OH:21].[O:1]=[C:2]1[CH:3]([C:7](=[O:8])[O:9][CH2:10][CH3:11])[CH2:4][CH2:5][CH2:6]1>>[C:2]1([NH:16][CH2:15][CH2:14][C:13]([CH3:12])([CH3:17])[CH3:18])=[C:3]([C:7](=[O:8])[O:9][CH2:10][CH3:11])[CH2:4][CH2:5][CH2:6]1.